This data is from the Open Reaction Database (ORD), a public repository of structured organic reaction records. The task is: describe an organic reaction: reactants, conditions, products, and yield The reactants are solution, C(C(=O)Cl)(=O)Cl (oxalyl chloride), S1C(=CC=C1)C(C(=O)O)=O (2-Thiopheneglyoxylic acid), CN(C1CCNCC1)C (dimethylpiperidin-4-ylamine), CCN(C(C)C)C(C)C (DIPEA). Reagents/catalysts: CN(C1=CC=NC=C1)C (4-Dimethylaminopyridine). The solvent is C(Cl)Cl (methylene chloride), CN(C)C=O (DMF), C(Cl)Cl (methylene chloride), C(Cl)Cl (methylene chloride). Run at time 1 hour. The product is CN(C1CCN(CC1)C(C(=O)C=1SC=CC1)=O)C (1-(4-Dimethylaminopiperidin-1-yl)-2-thiophen-2-yl-ethane-1,2-dione). Isolated yield 98.4%. As a reaction SMILES: [S:1]1[CH:5]=[CH:4][CH:3]=[C:2]1[C:6](=[O:10])[C:7]([OH:9])=O.C(Cl)(=O)C(Cl)=O.[CH3:17][N:18]([CH3:25])[CH:19]1[CH2:24][CH2:23][NH:22][CH2:21][CH2:20]1.CCN(C(C)C)C(C)C>C(Cl)Cl.CN(C)C1C=CN=CC=1.CN(C=O)C>[CH3:17][N:18]([CH3:25])[CH:19]1[CH2:24][CH2:23][N:22]([C:7](=[O:9])[C:6]([C:2]2[S:1][CH:5]=[CH:4][CH:3]=2)=[O:10])[CH2:21][CH2:20]1. Reported procedure: 2-Thiopheneglyoxylic acid (300 mg, 1.9 mmol) was dissolved in 10 mL of methylene chloride. A 2.0 M solution of oxalyl chloride in methylene chloride (1.1 mL, 2.1 mmol) was then added, followed by 10 μL of DMF. The resulting solution was stirred at room temperature for 1 hour, then a solution of dimethylpiperidin-4-ylamine (271 mg, 2.1 mmol) and DIPEA (1.0 mL, 5.8 mmol) in 2 mL of methylene chloride was added. 4-Dimethylaminopyridine (12 mg, 96 μmol) was then added and the resulting mixture was s... Run in C(C)#N (acetonitrile). Reactants: C(C1=CC=CC=C1)N[C@@H](CO)C(=O)O ((S)-(+)-N-benzylserine), [OH-].[Na+] (sodium hydroxide), O (water), ClCC(=O)Cl (chloroacetyl chloride). The product is C(C1=CC=CC=C1)N1[C@@H](COCC1=O)C(=O)O ((S)-(+)-4-benzylmorpholin-5-one-3-carboxylic acid). As a reaction SMILES: [CH2:1]([NH:8][C@H:9]([C:12]([OH:14])=[O:13])[CH2:10][OH:11])[C:2]1[CH:7]=[CH:6][CH:5]=[CH:4][CH:3]=1.[OH-].[Na+].O.Cl[CH2:19][C:20](Cl)=[O:21]>C(#N)C>[CH2:1]([N:8]1[C:20](=[O:21])[CH2:19][O:11][CH2:10][C@H:9]1[C:12]([OH:14])=[O:13])[C:2]1[CH:7]=[CH:6][CH:5]=[CH:4][CH:3]=1 |f:1.2|. Yield: 24.7%. Conditions: temperature 0 celsius, time 30 minute. Procedure details: A 5 L 3-neck round bottom flask was charged with (S)-(+)-N-benzylserine (229 g, 1.17 mol), sodium hydroxide (58.7 g, 1.47 mol), and water (1 L). The resulting solution was cooled to 0° C. and chloroacetyl chloride (170.4 g, 1.5 mol) added dropwise at a rate to maintain the temperature below 4° C. After addition was complete the reaction was stirred at 0° C. for 30 minutes. The cold bath was then removed and a solution of 30% sodium hydroxide (350 mL) added. An exotherm was observed and the react... Reactants: C1CCOC1, Fc1cccc(CSc2nc(Cl)cc(Cl)n2)c1F, [H-], [Na+], OCC1COC2(CCCCC2)O1. Yields the product Fc1cccc(CSc2nc(Cl)cc(OCC3COC4(CCCCC4)O3)n2)c1F. As a reaction SMILES: [CH2:33]1[O:34][CH2:35][CH2:36][CH2:37]1.[Cl:13][c:14]1[n:15][c:16]([S:21][CH2:22][c:23]2[c:24]([F:30])[c:25]([F:29])[cH:26][cH:27][cH:28]2)[n:17][c:18]([Cl:20])[cH:19]1.[H-:31].[Na+:32].[O:1]1[CH:2]([CH2:11][OH:12])[CH2:3][O:4][C:5]12[CH2:6][CH2:7][CH2:8][CH2:9][CH2:10]2>>[O:1]1[CH:2]([CH2:11][O:12][c:18]2[n:17][c:16]([S:21][CH2:22][c:23]3[c:24]([F:30])[c:25]([F:29])[cH:26][cH:27][cH:28]3)[n:15][c:14]([Cl:13])[cH:19]2)[CH2:3][O:4][C:5]12[CH2:6][CH2:7][CH2:8][CH2:9][CH2:10]2. RXN SMILES: [CH3:1][C:2](/[CH:9]=[CH:10]/[C:11]1[CH:16]=[CH:15][C:14]([C:17]([F:20])([F:19])[F:18])=[CH:13][CH:12]=1)=[CH:3][C:4](OCC)=[O:5]>C1(C)C=CC=CC=1>[CH3:1]/[C:2](/[CH:9]=[CH:10]/[C:11]1[CH:12]=[CH:13][C:14]([C:17]([F:18])([F:19])[F:20])=[CH:15][CH:16]=1)=[CH:3]\[CH2:4][OH:5]. Starting materials: CC(=CC(=O)OCC)\C=C\C1=CC=C(C=C1)C(F)(F)F (ethyl (4E)-3-methyl-5-[4-(trifluoromethyl)phenyl]-2,4-pentadienoate), ice water, 2E, diisobutyl aluminum hybride-toluene. Procedure details: After a solution in which 150 mg (0.53 mmol) of ethyl (4E)-3-methyl-5-[4-(trifluoromethyl)phenyl]-2,4-pentadienoate ((2E)/(2Z)=5/1) as described in Reference example 8 were dissolved in 2 ml of toluene was stirred at 0° C. 0.7 ml (1.06 mmol) of a 1.5M diisobutyl aluminum hybride-toluene solution were added to the solution. After 20 minutes, ice-water was added to the reaction mixture and the mixture was stirred for 10 minutes. The insolubles were removed by filtration using Celite and the filtra... Run at temperature 0 celsius, time 20 minute. The product is C\C(=C/CO)\C=C\C1=CC=C(C=C1)C(F)(F)F ((2E,4E)-3-Methyl-5-[4-(trifluoromethyl)phenyl]-2,4-pentadien-1-ol). The solvent is C1(=CC=CC=C1)C (toluene). The yield is 70.1%. Starting materials: BrCC=1C(=CC(=NC1)F)C1=CC=C(C=C1)Cl (5-(bromomethyl)-4-(4-chlorophenyl)-2-fluoropyridine), N1(CCNCC1)C(=O)OC(C)(C)C (tert-butyl piperazine-1-carboxylate), C([O-])([O-])=O.[K+].[K+] (potassium carbonate). Run in CN(C=O)C (N,N-dimethylformamide). The product is ClC1=CC=C(C=C1)C1=C(C=NC(=C1)F)CN1CCN(CC1)C(=O)OC(C)(C)C (tert-butyl 4-((4-(4-chlorophenyl)-6-fluoropyridin-3-yl)methyl)piperazine-1-carboxylate). Reaction SMILES: Br[CH2:2][C:3]1[C:4]([C:10]2[CH:15]=[CH:14][C:13]([Cl:16])=[CH:12][CH:11]=2)=[CH:5][C:6]([F:9])=[N:7][CH:8]=1.[N:17]1([C:23]([O:25][C:26]([CH3:29])([CH3:28])[CH3:27])=[O:24])[CH2:22][CH2:21][NH:20][CH2:19][CH2:18]1.C(=O)([O-])[O-].[K+].[K+]>CN(C)C=O>[Cl:16][C:13]1[CH:14]=[CH:15][C:10]([C:4]2[CH:5]=[C:6]([F:9])[N:7]=[CH:8][C:3]=2[CH2:2][N:20]2[CH2:19][CH2:18][N:17]([C:23]([O:25][C:26]([CH3:29])([CH3:28])[CH3:27])=[O:24])[CH2:22][CH2:21]2)=[CH:11][CH:12]=1 |f:2.3.4|. Reported procedure: A mixture of EXAMPLE 307B (1.24 g), tert-butyl piperazine-1-carboxylate (0.768 g), and potassium carbonate (0.570) in N,N-dimethylformamide (20 mL) was stirred at room temperature for 2 hours. The reaction mixture was partitioned between ethyl acetate and water. The organic layer was separated, and the aqueous layer was extracted with additional ethyl acetate three times. The combined organic layers were washed with brine, dried over MgSO4, filtered, and concentrated. The residue was purified wi...